This data is from the Open Reaction Database (ORD), a public repository of structured organic reaction records. The task is: describe an organic reaction: reactants, conditions, products, and yield Reported procedure: 367 mg (1.66 mmol) of indium(III) chloride and 0.12 ml (1.58 mmol) of trifluoroacetic acid were added to 350 mg (1.58 mmol) of the compound from Example 75A and 308 mg (1.58 mmol) of the compound from Example 11A in 9 ml of dichloromethane at RT, and the mixture was heated under reflux for 15 min. It was diluted with dichloromethane, washed with saturated aqueous sodium bicarbonate solution, water and saturated aqueous sodium chloride solution, dried over magnesium sulfate, filtered and concentr... RXN SMILES: [Cl-].[In+3].[Cl-].[Cl-].FC(F)(F)C(O)=O.[Cl:12][C:13]1[CH:18]=[CH:17][C:16]([C:19]([CH:22]2[CH2:24][CH:23]2[C:25]#[N:26])(O)[CH3:20])=[CH:15][CH:14]=1.[F:27][C:28]1[CH:29]=[C:30]2[C:34](=[C:35]([CH2:37][S:38][CH3:39])[CH:36]=1)[NH:33][CH:32]=[CH:31]2>ClCCl>[Cl:12][C:13]1[CH:18]=[CH:17][C:16]([C:19]([CH:22]2[CH2:24][CH:23]2[C:25]#[N:26])([C:31]2[C:30]3[C:34](=[C:35]([CH2:37][S:38][CH3:39])[CH:36]=[C:28]([F:27])[CH:29]=3)[NH:33][CH:32]=2)[CH3:20])=[CH:15][CH:14]=1 |f:0.1.2.3|. Run in ClCCl (dichloromethane), ClCCl (dichloromethane). The product is ClC1=CC=C(C=C1)C(C)(C1=CNC2=C(C=C(C=C12)F)CSC)C1C(C1)C#N (2-[1-(4-Chlorophenyl)-1-{5-fluoro-7-[(methylsulfanyl)methyl]-1H-indol-3-yl}ethyl]cyclopropanecarbonitrile). Reactants: [Cl-].[In+3].[Cl-].[Cl-] (indium(III) chloride), FC(C(=O)O)(F)F (trifluoroacetic acid), ClC1=CC=C(C=C1)C(C)(O)C1C(C1)C#N (2-[1-(4-Chlorophenyl)-1-hydroxyethyl]cyclopropanecarbonitrile), FC=1C=C2C=CNC2=C(C1)CSC (5-Fluoro-7-[(methylsulfanyl)methyl]-1H-indole). The reactants are CO, CS(=O)(=O)CCOC(=O)Cl, ClCCl, Cl, CCOC(=O)CCN(C(=O)c1ccc2c(c1)nc(CNc1ccc(C(=N)N)cc1)n2C)c1ccccn1. Yields the product CCOC(=O)CCN(C(=O)c1ccc2c(c1)nc(CNc1ccc(C(=N)NC(=O)OCCS(C)(=O)=O)cc1)n2C)c1ccccn1. As a reaction SMILES: [CH3:49][OH:50].[Cl:39][C:40](=[O:41])[O:42][CH2:43][CH2:44][S:45](=[O:46])(=[O:47])[CH3:48].[Cl:51][CH2:52][Cl:53].[ClH:1].[n:2]1[c:3]([N:8]([C:9](=[O:10])[c:11]2[cH:12][c:13]3[c:14]([n:15]([CH3:29])[c:16]([CH2:18][NH:19][c:20]4[cH:21][cH:22][c:23]([C:26]([NH2:27])=[NH:28])[cH:24][cH:25]4)[n:17]3)[cH:30][cH:31]2)[CH2:32][CH2:33][C:34](=[O:35])[O:36][CH2:37][CH3:38])[cH:4][cH:5][cH:6][cH:7]1>>[n:2]1[c:3]([N:8]([C:9](=[O:10])[c:11]2[cH:12][c:13]3[c:14]([n:15]([CH3:29])[c:16]([CH2:18][NH:19][c:20]4[cH:21][cH:22][c:23]([C:26](=[NH:27])[NH:28][C:40](=[O:41])[O:42][CH2:43][CH2:44][S:45](=[O:46])(=[O:47])[CH3:48])[cH:24][cH:25]4)[n:17]3)[cH:30][cH:31]2)[CH2:32][CH2:33][C:34](=[O:35])[O:36][CH2:37][CH3:38])[cH:4][cH:5][cH:6][cH:7]1. Reactants: N1=CC=C(C=C1)C=CC=1C=C(C=NC1Cl)OC[C@H]1N(CC1)C(=O)OC(C)(C)C (5-(2-(4-Pyridinyl)ethenyl)-6-chloro-3-(1-BOC-2-(S)-azetidinylmethoxy)pyridine). Solvent: C(Cl)Cl (CH2Cl2), C(=O)(C(F)(F)F)O (TFA). The product is Cl.Cl.N1=CC=C(C=C1)C=CC=1C=C(C=NC1Cl)OC[C@H]1NCC1 (5-(2-(4-Pyridinyl)ethenyl)-6-chloro-3-(2-(S)-azetidinylmethoxy)pyridine dihydrochloride). Isolated yield 186.5%. Reaction SMILES: [N:1]1[CH:6]=[CH:5][C:4]([CH:7]=[CH:8][C:9]2[CH:10]=[C:11]([O:16][CH2:17][C@@H:18]3[CH2:21][CH2:20][N:19]3C(OC(C)(C)C)=O)[CH:12]=[N:13][C:14]=2[Cl:15])=[CH:3][CH:2]=1>C(Cl)Cl.C(O)(C(F)(F)F)=O>[ClH:15].[ClH:15].[N:1]1[CH:6]=[CH:5][C:4]([CH:7]=[CH:8][C:9]2[CH:10]=[C:11]([O:16][CH2:17][C@@H:18]3[CH2:21][CH2:20][NH:19]3)[CH:12]=[N:13][C:14]=2[Cl:15])=[CH:3][CH:2]=1 |f:3.4.5|. Procedure details: To a solution of 5-(2-(4-Pyridinyl)ethenyl)-6-chloro-3-(1-BOC-2-(S)-azetidinylmethoxy)pyridine from step 89a (176 mg) in CH2Cl2 (3 mL) and TFA (1.5 mL) was stirred at room temperature for 3 hours. The solvent was removed, and the residue was chromatographed on a silica gel column, eluting with CHCl3 :MeOH:NH4OH 10:1:0.1 to afford the free base of the title compound (102 mg, 79% yield). MS (CI/NH3) m/z 302 (M+H)+. 1H NMR (CDCl3, 300 MHz) δ2.24-2.48 (m, 2H), 3.42-2.54 (m, 1H), 3.76 (q, J=7.5 Hz, 1...